The task is: describe an organic reaction: reactants, conditions, products, and yield. This data is from the Open Reaction Database (ORD), a public repository of structured organic reaction records. Reactants: CN(C)C=O, Cc1c(CCl)cccc1[N+](=O)[O-], [I-], [Na+], N#C[Na]. Yields the product Cc1c(CC#N)cccc1[N+](=O)[O-]. Reaction SMILES: [CH3:18][N:19]([CH3:20])[CH:21]=[O:22].[Cl:1][CH2:2][c:3]1[c:4]([CH3:12])[c:5]([N+:9](=[O:10])[O-:11])[cH:6][cH:7][cH:8]1.[I-:17].[Na+:16].[Na:13][C:14]#[N:15]>>[CH2:2]([c:3]1[c:4]([CH3:12])[c:5]([N+:9](=[O:10])[O-:11])[cH:6][cH:7][cH:8]1)[C:14]#[N:15]. Starting materials: BrC=1C=C(C=CC1)CCCNC(C(F)(F)F)=O (N-(3-(3-bromophenyl)propyl)-2,2,2-trifluoroacetamide), C(C)C(C#C)(CC)O (3-ethylpent-1-yn-3-ol), C1(=C(C=CC=C1)P(C1=C(C=CC=C1)C)C1=C(C=CC=C1)C)C (tri-o-tolylphosphine). Reagents/catalysts: Cl[Pd]([P](C1=CC=CC=C1)(C2=CC=CC=C2)C3=CC=CC=C3)([P](C4=CC=CC=C4)(C5=CC=CC=C5)C6=CC=CC=C6)Cl (PdCl2(PPh3)2), [Cu]I (CuI). Solvent: C(C)N(CC)CC (triethylamine), CN(C)C=O (DMF). Run at temperature 90 celsius, time 6 hour. Product: C(C)C(CCC=1C=C(C=CC1)CCCNC(C(F)(F)F)=O)(CC)O (N-(3-(3-(3-ethyl-3-hydroxypentyl)phenyl)propyl)-2,2,2-trifluoroacetamide). RXN SMILES: Br[C:2]1[CH:3]=[C:4]([CH2:8][CH2:9][CH2:10][NH:11][C:12](=[O:17])[C:13]([F:16])([F:15])[F:14])[CH:5]=[CH:6][CH:7]=1.[CH2:18]([C:20]([OH:25])([CH2:23][CH3:24])[C:21]#[CH:22])[CH3:19].C1(C)C=CC=CC=1P(C1C=CC=CC=1C)C1C=CC=CC=1C>C(N(CC)CC)C.CN(C=O)C.Cl[Pd](Cl)([P](C1C=CC=CC=1)(C1C=CC=CC=1)C1C=CC=CC=1)[P](C1C=CC=CC=1)(C1C=CC=CC=1)C1C=CC=CC=1.[Cu]I>[CH2:18]([C:20]([OH:25])([CH2:23][CH3:24])[CH2:21][CH2:22][C:2]1[CH:3]=[C:4]([CH2:8][CH2:9][CH2:10][NH:11][C:12](=[O:17])[C:13]([F:16])([F:15])[F:14])[CH:5]=[CH:6][CH:7]=1)[CH3:19] |^1:62,81|. Reported procedure: To a degassed solution of N-(3-(3-bromophenyl)propyl)-2,2,2-trifluoroacetamide (3) (0.930 g, 3 mmol) and 3-ethylpent-1-yn-3-ol (4) (0.670 g, 6 mmol) in triethylamine (4 mL) and DMF (12 mL) was added PdCl2(PPh3)2 (0.053 g, 0.075 mmol), tri-o-tolylphosphine (0.046 g, 0.15 mmol), and CuI (0.014 g, 0.075 mmol). The resulting mixture was degassed and stirred under argon at 90° C. for 6 h. The mixture was cooled to room temperature then concentrated under reduced pressure and diluted with EtOAc (100 m...